Dataset: the Open Reaction Database (ORD), a public repository of structured organic reaction records. Task: describe an organic reaction: reactants, conditions, products, and yield Reactants: ClC=1C(=C(C=CC1)NC1=NC=NC2=CC(=C(C=C12)CN([C@H](C)C(=O)O)[C@H](COC)C)OC)F (N-({4-[(3-Chloro-2-fluorophenyl)amino]-7-methoxyquinazolin-6-yl}methyl)-N-[(1S)-2-methoxy-1-methylethyl]-D-alanine), [Cl-].[NH4+] (ammonium chloride). The product is ClC=1C(=C(C=CC1)NC1=NC=NC2=CC(=C(C=C12)CN([C@H](C)C(=O)N)[C@H](COC)C)OC)F (N2-({4-[(3-chloro-2-fluorophenyl)amino]-7-methoxyquinazolin-6-yl}methyl)-N2-[(1S)-2-methoxy-1-methylethyl]-D-alaninamide). As a reaction SMILES: [Cl:1][C:2]1[C:3]([F:33])=[C:4]([NH:8][C:9]2[C:18]3[C:13](=[CH:14][C:15]([O:31][CH3:32])=[C:16]([CH2:19][N:20]([C@@H:26]([CH3:30])[CH2:27][O:28][CH3:29])[C@@H:21]([C:23]([OH:25])=O)[CH3:22])[CH:17]=3)[N:12]=[CH:11][N:10]=2)[CH:5]=[CH:6][CH:7]=1.[Cl-].[NH4+:35]>>[Cl:1][C:2]1[C:3]([F:33])=[C:4]([NH:8][C:9]2[C:18]3[C:13](=[CH:14][C:15]([O:31][CH3:32])=[C:16]([CH2:19][N:20]([C@@H:26]([CH3:30])[CH2:27][O:28][CH3:29])[C@@H:21]([C:23]([NH2:35])=[O:25])[CH3:22])[CH:17]=3)[N:12]=[CH:11][N:10]=2)[CH:5]=[CH:6][CH:7]=1 |f:1.2|. Procedure details: N-({4-[(3-Chloro-2-fluorophenyl)amino]-7-methoxyquinazolin-6-yl}methyl)-N-[(1S)-2-methoxy-1-methylethyl]-D-alanine was coupled with ammonium chloride using a procedure analogous to the equivalent step in Example 16 to give the title product; 1H NMR Spectrum: (DMSO-d6) 1.07 (d, 3H); 1.24 (d, 3H); 2.99 (m, 1H); 3.18 (m, 4H); 3.47 (m, 2H); 3.83 (d, 1H); 3.89 (d, 1H); 3.97 (s, 3H); 6.98 (m, 1H); 7.21 (s, 1H); 7.30 (dt, 1H); 7.50 (m, 1H); 7.60 (m, 2H); 8.37 (s, 1H); 8.44 (s, 1H); 9.64 (s, 1H); Mass S... Starting materials: C1COCCN1, Cc1ccccc1, CCOC(C)=O, O=C(Cl)C1CCCCC12OCCO2. The product is O=C(C1CCCCC12OCCO2)N1CCOCC1. RXN SMILES: [CH2:1]1[CH2:2][O:3][CH2:4][CH2:5][NH:6]1.[CH3:20][c:21]1[cH:22][cH:23][cH:24][cH:25][cH:26]1.[CH3:27][CH2:28][O:29][C:30](=[O:31])[CH3:32].[O:7]1[CH2:8][CH2:9][O:10][C:11]12[CH:12]([C:17](=[O:18])[Cl:19])[CH2:13][CH2:14][CH2:15][CH2:16]2>>[CH2:1]1[CH2:2][O:3][CH2:4][CH2:5][N:6]1[C:17]([CH:12]1[C:11]2([O:7][CH2:8][CH2:9][O:10]2)[CH2:16][CH2:15][CH2:14][CH2:13]1)=[O:18].